From a dataset of the Open Reaction Database (ORD), a public repository of structured organic reaction records. describe an organic reaction: reactants, conditions, products, and yield The reactants are O.C1(=CC=C(C=C1)S(=O)(=O)N1[C@H](C(=O)O)CCC1)C (N-(Toluene-4-sulfonyl)-L-proline hydrate), methyl ester, [Li+].[OH-] (LiOH), Cl.COC([C@@H](N)CC1=CNC2=CC=CC=C12)=O (L-tryptophan methyl ester hydrochloride). The solvent is C1CCOC1.O (THF water). Product: C1(=CC=C(C=C1)S(=O)(=O)N1[C@H](C(=O)N[C@@H](CC2=CNC3=CC=CC=C23)C(=O)O)CCC1)C (N-(Toluene-4-sulfonyl)-L-prolyl-L-tryptophan). Reaction SMILES: O.[C:2]1([CH3:19])[CH:7]=[CH:6][C:5]([S:8]([N:11]2[CH2:18][CH2:17][CH2:16][C@H:12]2[C:13]([OH:15])=O)(=[O:10])=[O:9])=[CH:4][CH:3]=1.Cl.C[O:22][C:23](=[O:36])[C@H:24]([CH2:26][C:27]1[C:35]2[C:30](=[CH:31][CH:32]=[CH:33][CH:34]=2)[NH:29][CH:28]=1)[NH2:25].[Li+].[OH-]>C1COCC1.O>[C:2]1([CH3:19])[CH:3]=[CH:4][C:5]([S:8]([N:11]2[CH2:18][CH2:17][CH2:16][C@H:12]2[C:13]([NH:25][C@H:24]([C:23]([OH:36])=[O:22])[CH2:26][C:27]2[C:35]3[C:30](=[CH:31][CH:32]=[CH:33][CH:34]=3)[NH:29][CH:28]=2)=[O:15])(=[O:9])=[O:10])=[CH:6][CH:7]=1 |f:0.1,2.3,4.5,6.7|. Procedure: N-(Toluene-4-sulfonyl)-L-proline hydrate was coupled to L-tryptophan methyl ester hydrochloride using the procedure described in Method 3. The title compound was prepared via hydrolysis of the methyl ester using LiOH in THF/water. Reactants: C#CCOCCN(CCOCc1ccc(-c2nc3ccccc3o2)cc1)C(c1ccccc1)(c1ccccc1)c1ccccc1, [Cu]I, Cc1ccc(I)cc1. Yields the product Cc1ccc(C#CCOCCN(CCOCc2ccc(-c3nc4ccccc4o3)cc2)C(c2ccccc2)(c2ccccc2)c2ccccc2)cc1. As a reaction SMILES: [C:1]([c:2]1[cH:3][cH:4][cH:5][cH:6][cH:7]1)([c:8]1[cH:9][cH:10][cH:11][cH:12][cH:13]1)([c:14]1[cH:15][cH:16][cH:17][cH:18][cH:19]1)[N:20]([CH2:21][CH2:22][O:23][CH2:24][C:25]#[CH:26])[CH2:27][CH2:28][O:29][CH2:30][c:31]1[cH:32][cH:33][c:34](-[c:37]2[o:38][c:39]3[c:40]([n:41]2)[cH:42][cH:43][cH:44][cH:45]3)[cH:35][cH:36]1.[Cu:54][I:55].[I:46][c:47]1[cH:48][cH:49][c:50]([CH3:53])[cH:51][cH:52]1>>[C:1]([c:2]1[cH:3][cH:4][cH:5][cH:6][cH:7]1)([c:8]1[cH:9][cH:10][cH:11][cH:12][cH:13]1)([c:14]1[cH:15][cH:16][cH:17][cH:18][cH:19]1)[N:20]([CH2:21][CH2:22][O:23][CH2:24][C:25]#[C:26][c:47]1[cH:48][cH:49][c:50]([CH3:53])[cH:51][cH:52]1)[CH2:27][CH2:28][O:29][CH2:30][c:31]1[cH:32][cH:33][c:34](-[c:37]2[o:38][c:39]3[c:40]([n:41]2)[cH:42][cH:43][cH:44][cH:45]3)[cH:35][cH:36]1. The reactants are ClC=1C=NC=C(C1NC(C1=CC(=C(C=C1)SC)OC1CCCC1)=O)Cl (N-(3,5-dichloropyrid-4-yl)-3-cyclopentyloxy-4-(methylthio)benzamide), [Xe](F)F (xenon difluoride), 4A, C(C)(C)(C)C1=NC(=CC(=C1)C)C(C)(C)C (2,6-di-tert-butyl-4-methylpyridine). Run in ClCCl (dichloromethane). Reaction conditions: time 1.5 hour. Yields the product ClC=1C=NC=C(C1NC(C1=CC(=C(C=C1)SCF)OC1CCCC1)=O)Cl (N-(3,5-dichloropyrid-4-yl)-3-cyclopentyloxy-4-(fluoromethylthio)-benzamide). Reaction SMILES: [Cl:1][C:2]1[CH:3]=[N:4][CH:5]=[C:6]([Cl:25])[C:7]=1[NH:8][C:9](=[O:24])[C:10]1[CH:15]=[CH:14][C:13]([S:16][CH3:17])=[C:12]([O:18][CH:19]2[CH2:23][CH2:22][CH2:21][CH2:20]2)[CH:11]=1.C(C1C=C(C)C=C(C(C)(C)C)N=1)(C)(C)C.[Xe](F)[F:42]>ClCCl>[Cl:1][C:2]1[CH:3]=[N:4][CH:5]=[C:6]([Cl:25])[C:7]=1[NH:8][C:9](=[O:24])[C:10]1[CH:15]=[CH:14][C:13]([S:16][CH2:17][F:42])=[C:12]([O:18][CH:19]2[CH2:23][CH2:22][CH2:21][CH2:20]2)[CH:11]=1. Procedure details: A solution of N-(3,5-dichloropyrid-4-yl)-3-cyclopentyloxy-4-(methylthio)benzamide (1 g; that is prepared as described in Example 20) in dichloromethane (100 mL), containing molecular sieve 4A, under nitrogen, is treated with 2,6-di-tert-butyl-4-methylpyridine (1.28 g). The resulting mixture is stirred at room temperature for 1.5 hours, and then it is cooled to 0° C. (in an ice/salt bath) and treated with xenon difluoride (0.51 g) in one portion. After stirring for a further 2 hours in the cold, ...